Dataset: the Open Reaction Database (ORD), a public repository of structured organic reaction records. Task: describe an organic reaction: reactants, conditions, products, and yield Starting materials: C1(=CC=CC2=CC=CC=C12)C1=CC(=C(C(O1)=O)C#N)N1CCCCC1 (6-(naphthalen-1-yl)-2-oxo-4-(piperidin-1-yl)-2H-pyran-3-carbonitrile), indanone-2, [H-].[Na+] (NaH). The solvent is C1CCOC1 (THF). The product is C1(=CC=CC2=CC=CC=C12)C1=CC(=C(C=2CC3=CC=CC=C3C12)C#N)N1CCCCC1 (4-Naphthalen-1-yl-2-piperidin-1-yl-9H-fluorene-1-carbonitrile). As a reaction SMILES: [C:1]1([C:11]2O[C:15](=O)[C:14]([C:18]#[N:19])=[C:13]([N:20]3[CH2:25][CH2:24][CH2:23][CH2:22][CH2:21]3)[CH:12]=2)[C:10]2[C:5](=[CH:6][CH:7]=[CH:8][CH:9]=2)[CH:4]=[CH:3][CH:2]=1.[H-].[Na+]>C1COCC1>[C:1]1([C:11]2[C:9]3[C:10]4[C:1](=[CH:2][CH:3]=[CH:4][CH:5]=4)[CH2:11][C:15]=3[C:14]([C:18]#[N:19])=[C:13]([N:20]3[CH2:25][CH2:24][CH2:23][CH2:22][CH2:21]3)[CH:12]=2)[C:10]2[C:5](=[CH:6][CH:7]=[CH:8][CH:9]=2)[CH:4]=[CH:3][CH:2]=1 |f:1.2|. Procedure details: A mixture of 6-(naphthalen-1-yl)-2-oxo-4-(piperidin-1-yl)-2H-pyran-3-carbonitrile (330 mg), indanone-2 (132 mg) and NaH (41 mg) in THF was stirred for <5 min. After completion, the reaction solvent was evaporated under vacuum to dryness and crude solid was quenched with ice water and subsequently neutralized with dil. HCl, finally purified by column chromatography using ethylacetate-hexane as eluent. White solid; mp 148-149° C.; ESIMS 401 (M+1); IR (KBr) 2213 cm−1 (CN); 13C NMR (75.53 MHz, CDCl3... Reactants: CCCCCC (hexane), solution, C(C)P(CC)CC (triethylphosphine), BrCCCCCCCCCCCC (1-bromododecane). Run in C1(=CC=CC=C1)C (toluene). The product is [Br-].C(C)[P+](CCCCCCCCCCCC)(CC)CC (triethyl-n-dodecylphosphonium bromide). Yield: 90.0%. RXN SMILES: [CH2:1]([P:3]([CH2:6][CH3:7])[CH2:4][CH3:5])[CH3:2].[Br:8][CH2:9][CH2:10][CH2:11][CH2:12][CH2:13][CH2:14][CH2:15][CH2:16][CH2:17][CH2:18][CH2:19][CH3:20].CCCCCC>C1(C)C=CC=CC=1>[Br-:8].[CH2:1]([P+:3]([CH2:6][CH3:7])([CH2:4][CH3:5])[CH2:9][CH2:10][CH2:11][CH2:12][CH2:13][CH2:14][CH2:15][CH2:16][CH2:17][CH2:18][CH2:19][CH3:20])[CH3:2] |f:4.5|. Reported procedure: To 236 g (0.5 mol) of a commercially available 25% solution of triethylphosphine (product name: HISHICOLIN (registered trademark) P-2, manufactured by Nippon Chemical Industrial Co., Ltd.) in toluene, 127 g (0.5 mol) of 1-bromododecane (reagent, manufactured by Tokyo Chemical Industry Co., Ltd.) was added dropwise under a nitrogen atmosphere, and the mixture was reacted at 70 to 80° C. for 5 hours. After the reaction was completed, 100 ml of hexane was added to the reaction mixture to precipitat... Reactants: COC=1C(=C(C=CC1OC)B(O)O)COC (3,4-dimethoxy-2-(methoxymethyl)phenylboronic acid), COC=1C(=C(C=CC1OC)B(O)O)COC (3,4-dimethoxy-2-(methoxymethyl)phenylboronic acid), C([O-])([O-])=O.[Cs+].[Cs+] (cesium carbonate), BrC1=C2COC(C2=CC=C1)=O (4-bromoisobenzofuran-1(3H)-one), CN(C=O)C (dimethylformamide). The reagents and catalysts are C=1C=CC(=CC1)[P](C=2C=CC=CC2)(C=3C=CC=CC3)[Pd]([P](C=4C=CC=CC4)(C=5C=CC=CC5)C=6C=CC=CC6)([P](C=7C=CC=CC7)(C=8C=CC=CC8)C=9C=CC=CC9)[P](C=1C=CC=CC1)(C=1C=CC=CC1)C=1C=CC=CC1 (tetrakis(triphenylphosphine)palladium(0)). Conditions: temperature 80 celsius. Product: COC=1C(=C(C=CC1OC)C1=C2COC(C2=CC=C1)=O)OCOC (4-(3,4-dimethoxy-2-methoxymethoxy-phenyl)-3H-isobenzofuran-1-one). As a reaction SMILES: [CH3:1][O:2][C:3]1[C:4]([CH2:14]OC)=[C:5](B(O)O)[CH:6]=[CH:7][C:8]=1[O:9][CH3:10].[C:17](=[O:20])([O-])[O-].[Cs+].[Cs+].BrC1[CH:32]=[CH:31][CH:30]=[C:29]2[C:25]=1[CH2:26][O:27][C:28]2=[O:33].CN(C)[CH:36]=[O:37]>C1C=CC([P]([Pd]([P](C2C=CC=CC=2)(C2C=CC=CC=2)C2C=CC=CC=2)([P](C2C=CC=CC=2)(C2C=CC=CC=2)C2C=CC=CC=2)[P](C2C=CC=CC=2)(C2C=CC=CC=2)C2C=CC=CC=2)(C2C=CC=CC=2)C2C=CC=CC=2)=CC=1>[CH3:10][O:9][C:8]1[C:3]([O:2][CH2:1][O:20][CH3:17])=[C:4]([C:14]2[CH:32]=[CH:31][CH:30]=[C:29]3[C:25]=2[CH2:26][O:27][C:28]3=[O:33])[CH:5]=[CH:6][C:7]=1[O:37][CH3:36] |f:1.2.3,^1:42,44,63,82|. Reported procedure: To a stirring solution of 3,4-dimethoxy-2-(methoxymethyl)phenylboronic acid (compound 301)(2.3 g, 10.79 mmol) in dimethylformamide (25 mL) under nitrogen atmosphere, were added cesium carbonate (10.52 g, 32.31 mmol), tetrakis(triphenylphosphine)palladium(0) (623 mg, 0.539 mmol) and 4-bromoisobenzofuran-1(3H)-one (5.2 g, 21.5 mmol) and the resultant reaction mixture was heated to 80° C. for 3 h. The reaction mixture was filtered off and the filtrate was extracted with ethyl acetate (3×). The comb... Starting materials: C(C)(C)N(CC)C(C)C (diisopropylethylamine), FC(C(=O)O)(F)F (trifluoroacetic acid), Cl (HCl), [N+](=O)([O-])C (nitromethane), C(C)(C)N(CC)C(C)C (diisopropylethylamine), Cl (HCl), C1(=CC=CC=C1)COCCCOC=1C=C(C=O)C=CC1 (3-({3-[(phenylmethyl)oxy]propyl}oxy)benzaldehyde). The reagents and catalysts are C(C)(=O)[O-].[Cu+2].C(C)(=O)[O-] (Copper (II) acetate). Solvent: C(C)O (ethanol), COC(C)(C)C (t-butyl methyl ether), C(C)O (ethanol). Run at temperature -30 celsius. The product is [N+](=O)([O-])C[C@@H](O)C1=CC(=CC=C1)OCCCOCC1=CC=CC=C1 ((1S)-2-Nitro-1-[3-({3-[(phenylmethyl)oxy]propyl}oxy)phenyl]ethanol). RXN SMILES: Cl.C(N(C(C)C)CC)(C)C.[C:11]1([CH2:17][O:18][CH2:19][CH2:20][CH2:21][O:22][C:23]2[CH:24]=[C:25]([CH:28]=[CH:29][CH:30]=2)[CH:26]=[O:27])[CH:16]=[CH:15][CH:14]=[CH:13][CH:12]=1.FC(F)(F)C(O)=O.[N+:38]([CH3:41])([O-:40])=[O:39]>C(O)C.C([O-])(=O)C.[Cu+2].C([O-])(=O)C.COC(C)(C)C>[N+:38]([CH2:41][C@H:26]([C:25]1[CH:28]=[CH:29][CH:30]=[C:23]([O:22][CH2:21][CH2:20][CH2:19][O:18][CH2:17][C:11]2[CH:12]=[CH:13][CH:14]=[CH:15][CH:16]=2)[CH:24]=1)[OH:27])([O-:40])=[O:39] |f:6.7.8|. Reported procedure: Copper (II) acetate and camphoraminomethylpyridine bis-HCl salt (504 mg) were charged to a reactor, followed by ethanol (60 mL) and diisopropylethylamine (1.16 mL). The contents were stirred for 1 h at room temperature, at which time a solution of 3-({3-[(phenylmethyl)oxy]propyl}oxy)benzaldehyde in ethanol (15 g in 15 mL) was charged. The reaction mixture was cooled to −30° C. to −40° C., whereupon nitromethane (33.9 g) was added slowly to the reaction, maintaining a temperature below −30° C., f... Reactants: ClC1=C(OC2=CC=C(C(=N2)OCC(=O)OC)[N+](=O)[O-])C=C(C(=C1)F)N1C(N(C(=CC1=O)C(F)(F)F)C)=O (6-{2-chloro-4-fluoro-5-[3-methyl-2,6-dioxo-4-(trifluoromethyl)-1,2,3,6-tetrahydropyrimidin-1-yl]phenoxy}-2-(methoxycarbonyl)methoxy-3-nitropyridine). The reagents and catalysts are [Pd] (palladium/carbon). The solvent is C(C)(=O)OCC (ethyl acetate). Conditions: time 3 hour. Product: NC=1C(=NC(=CC1)OC1=C(C=C(C(=C1)N1C(N(C(=CC1=O)C(F)(F)F)C)=O)F)Cl)OCC(=O)OC (3-amino-6-{2-chloro-4-fluoro-5-[3-methyl-2,6-dioxo-4-(trifluoromethyl)-1,2,3,6-tetrahydropyrimidin-1-yl]phenoxy}-2-(methoxycarbonyl)methoxypyridine). The yield is 64.9%. As a reaction SMILES: [Cl:1][C:2]1[CH:23]=[C:22]([F:24])[C:21]([N:25]2[C:30](=[O:31])[CH:29]=[C:28]([C:32]([F:35])([F:34])[F:33])[N:27]([CH3:36])[C:26]2=[O:37])=[CH:20][C:3]=1[O:4][C:5]1[N:10]=[C:9]([O:11][CH2:12][C:13]([O:15][CH3:16])=[O:14])[C:8]([N+:17]([O-])=O)=[CH:7][CH:6]=1>[Pd].C(OCC)(=O)C>[NH2:17][C:8]1[C:9]([O:11][CH2:12][C:13]([O:15][CH3:16])=[O:14])=[N:10][C:5]([O:4][C:3]2[CH:20]=[C:21]([N:25]3[C:30](=[O:31])[CH:29]=[C:28]([C:32]([F:35])([F:33])[F:34])[N:27]([CH3:36])[C:26]3=[O:37])[C:22]([F:24])=[CH:23][C:2]=2[Cl:1])=[CH:6][CH:7]=1. Reported procedure: A mixture of 2.25 g of 6-{2-chloro-4-fluoro-5-[3-methyl-2,6-dioxo-4-(trifluoromethyl)-1,2,3,6-tetrahydropyrimidin-1-yl]phenoxy}-2-(methoxycarbonyl)methoxy-3-nitropyridine, 0.3 g of 10% palladium/carbon and 40 ml of ethyl acetate was stirred for 3 hours at room temperature under hydrogen atmosphere. The reaction system was purged with nitrogen, then, the reaction solution was filtrated through Celite, and the filtrate was concentrated. The residue was subjected to silica gel column chromatography...